From a dataset of the Open Reaction Database (ORD), a public repository of structured organic reaction records. describe an organic reaction: reactants, conditions, products, and yield Starting materials: IC=1C=C2C(C(NC(C2=CC1)=O)=O)=COC (6-iodo-4-methoxymethylene-4H-isoquinoline-1,3-dione), NC1=CC=C(C=C1)N1CCN(CC1)C(=O)OC(C)(C)C (tert-butyl 4-(4-aminophenyl)piperazine-1-carboxylate). Solvent: CN(C=O)C (N,N-dimethylformamide). Product: IC=1C=C2/C(/C(NC(C2=CC1)=O)=O)=C/NC1=CC=C(C=C1)N1CCN(CC1)C(=O)OC(C)(C)C (tert-Butyl 4-(4-{[(Z)-(6-iodo-1,3-dioxo-2,3-dihydroisoquinolin-4(1H)-ylidene)methyl]amino}phenyl)piperazine-1-carboxylate). Yield: 73.6%. As a reaction SMILES: [I:1][C:2]1[CH:3]=[C:4]2[C:9](=[CH:10][CH:11]=1)[C:8](=[O:12])[NH:7][C:6](=[O:13])[C:5]2=[CH:14]OC.[NH2:17][C:18]1[CH:23]=[CH:22][C:21]([N:24]2[CH2:29][CH2:28][N:27]([C:30]([O:32][C:33]([CH3:36])([CH3:35])[CH3:34])=[O:31])[CH2:26][CH2:25]2)=[CH:20][CH:19]=1>CN(C)C=O>[I:1][C:2]1[CH:3]=[C:4]2[C:9](=[CH:10][CH:11]=1)[C:8](=[O:12])[NH:7][C:6](=[O:13])/[C:5]/2=[CH:14]\[NH:17][C:18]1[CH:23]=[CH:22][C:21]([N:24]2[CH2:29][CH2:28][N:27]([C:30]([O:32][C:33]([CH3:36])([CH3:35])[CH3:34])=[O:31])[CH2:26][CH2:25]2)=[CH:20][CH:19]=1. Reported procedure: A N,N-dimethylformamide solution (2.2 mL) of 6-iodo-4-methoxymethylene-4H-isoquinoline-1,3-dione (329 mg, 1 mmol), and tert-butyl 4-(4-aminophenyl)piperazine-1-carboxylate (277 mg, 1 mmol) is heated at 90° C. for 0.5 h. After cooling in the refrigerator, the precipitate is collected, and washed with N,N-dimethylformamide and ether to give 423 mg (74%) of the title compound as a yellow solid. MS (ESI) m/z 575.2 (M+H)+1 Reactants: O=C([O-])[O-], CCOCCCl, CN(C)C=O, [I-], [K+], [K+], [K+], O, Cc1cc(O)cc(C)c1-c1cccc(C=O)c1. Product: CCOCCOc1cc(C)c(-c2cccc(C=O)c2)c(C)c1. As a reaction SMILES: [C:24](=[O:25])([O-:26])[O-:27].[CH2:18]([CH3:19])[O:20][CH2:21][CH2:22][Cl:23].[CH3:32][N:33]([CH3:34])[CH:35]=[O:36].[I-:31].[K+:28].[K+:29].[K+:30].[OH2:37].[OH:1][c:2]1[cH:3][c:4]([CH3:17])[c:5](-[c:9]2[cH:10][c:11]([CH:15]=[O:16])[cH:12][cH:13][cH:14]2)[c:6]([CH3:8])[cH:7]1>>[O:1]([c:2]1[cH:3][c:4]([CH3:17])[c:5](-[c:9]2[cH:10][c:11]([CH:15]=[O:16])[cH:12][cH:13][cH:14]2)[c:6]([CH3:8])[cH:7]1)[CH2:22][CH2:21][O:20][CH2:18][CH3:19].